This data is from the Open Reaction Database (ORD), a public repository of structured organic reaction records. The task is: describe an organic reaction: reactants, conditions, products, and yield Reactants: O=[N+]([O-])c1cnc2cc(Br)ccc2c1NCc1ccccc1, CC#N. Yields the product Nc1cnc2cc(Br)ccc2c1NCc1ccccc1. As a reaction SMILES: [CH2:1]([c:2]1[cH:3][cH:4][cH:5][cH:6][cH:7]1)[NH:8][c:9]1[c:10]([N+:20]([O-:21])=[O:22])[cH:11][n:12][c:13]2[cH:14][c:15]([Br:19])[cH:16][cH:17][c:18]12.[CH3:23][C:24]#[N:25]>>[CH2:1]([c:2]1[cH:3][cH:4][cH:5][cH:6][cH:7]1)[NH:8][c:9]1[c:10]([NH2:20])[cH:11][n:12][c:13]2[cH:14][c:15]([Br:19])[cH:16][cH:17][c:18]12. The reactants are C1CCOC1, C[S+](C)(C)=O, CC(C)(C)[O-], CS(C)=O, [I-], [K+], C=C(c1ccc2nc(-c3ccc(C4OCCCO4)cc3F)sc2n1)C1CCOCC1. The product is Fc1cc(C2OCCCO2)ccc1-c1nc2ccc(C3(C4CCOCC4)CC3)nc2s1. RXN SMILES: [CH2:43]1[O:44][CH2:45][CH2:46][CH2:47]1.[CH3:32][S+:33]([CH3:34])([CH3:35])=[O:36].[CH3:37][C:38]([CH3:39])([O-:40])[CH3:41].[CH3:48][S:49]([CH3:50])=[O:51].[I-:31].[K+:42].[O:1]1[CH:2]([c:7]2[cH:8][c:9]([F:30])[c:10](-[c:13]3[s:14][c:15]4[n:16][c:17]([C:22](=[CH2:23])[CH:24]5[CH2:25][CH2:26][O:27][CH2:28][CH2:29]5)[cH:18][cH:19][c:20]4[n:21]3)[cH:11][cH:12]2)[O:3][CH2:4][CH2:5][CH2:6]1>>[O:1]1[CH:2]([c:7]2[cH:8][c:9]([F:30])[c:10](-[c:13]3[s:14][c:15]4[n:16][c:17]([C:22]5([CH:24]6[CH2:25][CH2:26][O:27][CH2:28][CH2:29]6)[CH2:23][CH2:32]5)[cH:18][cH:19][c:20]4[n:21]3)[cH:11][cH:12]2)[O:3][CH2:4][CH2:5][CH2:6]1. The reactants are CC(C(=O)OC)(COC1OCCCC1)C (methyl 2,2-dimethyl-3-(tetrahydro-2H-pyran-2-yloxy)propanoate), [OH-].[Na+] (NaOH), [H-].[H-].[H-].[H-].[Li+].[Al+3] (LiAlH4), O (H2O), O (H2O). The solvent is C1CCOC1 (THF), C1CCOC1 (THF). Run at time 8 hour. Product: CC(CO)(COC1OCCCC1)C (2,2-dimethyl-3-(tetrahydro-2H-pyran-2-yloxy)propan-1-ol). As a reaction SMILES: [H-].[H-].[H-].[H-].[Li+].[Al+3].[CH3:7][C:8]([CH3:21])([CH2:13][O:14][CH:15]1[CH2:20][CH2:19][CH2:18][CH2:17][O:16]1)[C:9](OC)=[O:10].O.[OH-].[Na+]>C1COCC1>[CH3:7][C:8]([CH3:21])([CH2:13][O:14][CH:15]1[CH2:20][CH2:19][CH2:18][CH2:17][O:16]1)[CH2:9][OH:10] |f:0.1.2.3.4.5,8.9|. Procedure details: To solution of LiAlH4 (397 mL, 397 mmol) in THF (250 mL) cooled in an ice bath to 0° C. was added methyl 2,2-dimethyl-3-(tetrahydro-2H-pyran-2-yloxy)propanoate (82 g, 378 mmol) in THF (250 mL) via addition funnel keeping the internal temperature below 6° C. When addition was complete the reaction was allowed to warm to room temperature and stir overnight. The mixture was cooled in an ice bath and quenched with H2O (16 mL, 888 mmol), then after 5 minutes, 10 N NaOH (16 mL, 160 mmol), and after an... The reactants are C(C(=C)C)(=O)OC (methyl methacrylate), COC1=CC=C(O)C=C1 (hydroquinone monomethyl ether), C(C(=C)C)(=O)OC (methyl methacrylate), CO (methanol). The reagents and catalysts are C/C(=C/C(=O)C)/[O-].C/C(=C/C(=O)C)/[O-].C/C(=C/C(=O)C)/[O-].C/C(=C/C(=O)C)/[O-].[Zr+4] (zirconium acetylacetonate). Solvent: C(CCC)O (n-butanol), C(CCC)O (n-butanol). Run at time 1.5 hour. Yields the product C(C(=C)C)(=O)OCCCC (n-butyl methacrylate). Isolated yield 99.2%. RXN SMILES: [C:1]([O:6][CH3:7])(=[O:5])[C:2]([CH3:4])=[CH2:3].CO[C:10]1[CH:16]=CC(O)=C[CH:11]=1.CO>C/C(/[O-])=C/C(C)=O.C/C(/[O-])=C/C(C)=O.C/C(/[O-])=C/C(C)=O.C/C(/[O-])=C/C(C)=O.[Zr+4].C(O)CCC>[C:1]([O:6][CH2:7][CH2:11][CH2:10][CH3:16])(=[O:5])[C:2]([CH3:4])=[CH2:3] |f:3.4.5.6.7|. Reported procedure: An 74.1 g (1.0 mole) amount of n-butanol, 250.2 g (2.5 moles) of methyl methacrylate, 0.488 g (0.001 mole) of zirconium acetylacetonate and 0.28 g of hydroquinone monomethyl ether were added to a one liter flask fitted with an agitator, thermometer and fractionating tower and were heated and agitated. An azeotropic mixture of methyl methacrylate and methanol from the upper part (top) of the fractionating tower was removed at a reflux ratio of 5 to 10:1 to continuously advance the reaction. The r... Starting materials: CCN(CC)P1(=NC(C)(C)C)N(C)CCCN1C, CN(C)c1ccc(C(=O)Cl)cc1, CN(C)c1ccncc1, COC(=O)c1cc(Cl)c(N2CCN(C(=O)c3c(-c4ccccc4OC)noc3C)CC2)cc1N. Product: COC(=O)c1cc(Cl)c(N2CCN(C(=O)c3c(-c4ccccc4OC)noc3C)CC2)cc1NC(=O)c1ccc(N(C)C)cc1. Reaction SMILES: [C:47]([N:48]=[P:49]1([N:50]([CH2:51][CH3:52])[CH2:53][CH3:54])[N:55]([CH3:56])[CH2:57][CH2:58][CH2:59][N:60]1[CH3:61])([CH3:62])([CH3:63])[CH3:64].[CH3:35][N:36]([c:37]1[cH:38][cH:39][c:40]([C:41](=[O:42])[Cl:43])[cH:44][cH:45]1)[CH3:46].[CH3:65][N:66]([CH3:67])[c:68]1[cH:69][cH:70][n:71][cH:72][cH:73]1.[NH2:1][c:2]1[c:3]([C:4](=[O:5])[O:6][CH3:7])[cH:8][c:9]([Cl:34])[c:10]([N:12]2[CH2:13][CH2:14][N:15]([C:18](=[O:19])[c:20]3[c:21](-[c:26]4[c:27]([O:32][CH3:33])[cH:28][cH:29][cH:30][cH:31]4)[n:22][o:23][c:24]3[CH3:25])[CH2:16][CH2:17]2)[cH:11]1>>[NH:1]([c:2]1[c:3]([C:4](=[O:5])[O:6][CH3:7])[cH:8][c:9]([Cl:34])[c:10]([N:12]2[CH2:13][CH2:14][N:15]([C:18](=[O:19])[c:20]3[c:21](-[c:26]4[c:27]([O:32][CH3:33])[cH:28][cH:29][cH:30][cH:31]4)[n:22][o:23][c:24]3[CH3:25])[CH2:16][CH2:17]2)[cH:11]1)[C:41]([c:40]1[cH:39][cH:38][c:37]([N:36]([CH3:35])[CH3:46])[cH:45][cH:44]1)=[O:42]. Reactants: BrC1=CC(=C(C=C1)CCO)C (2-(4-bromo-2-methylphenyl)ethanol), BrC1=CC(=C(C=C1)CCO)C (2-(4-bromo-2-methylphenyl)ethanol), BrC1=CC(=C(C=C1)C=C)OCC (4-bromo-2-ethoxy-1-vinylbenzene), B1C2CCCC1CCC2 (9-BBN). Product: BrC1=CC(=C(C=C1)CCO)OCC (2-(4-bromo-2-ethoxyphenyl)ethanol). Yield: 82.0%. Reaction SMILES: [Br:1][C:2]1[CH:7]=[CH:6][C:5]([CH2:8][CH2:9][OH:10])=[C:4](C)[CH:3]=1.BrC1C=CC(C=C)=[C:15]([O:21]CC)[CH:14]=1.B1C2CCCC1CCC2>>[Br:1][C:2]1[CH:7]=[CH:6][C:5]([CH2:8][CH2:9][OH:10])=[C:4]([O:21][CH2:15][CH3:14])[CH:3]=1. Procedure: Using a procedure analogous to that used to prepare 30B, 62D (700 mg, 3.3 mmol) was heated in a pressure vessel with 9-BBN at 100° C. for 10 h and worked up as in 30B to yield 62E (620 mg, 82%) as solid. 1H NMR (400 MHz, CDCl3) δ ppm 1.41 (t, J=6.95 Hz, 3 H) 2.85 (t, J=6.32 Hz, 2 H) 3.81 (t, J=6.32 Hz, 2 H) 4.02 (q, J=7.07 Hz, 2 H) 6.96 (s, 1 H) 6.99-7.03 (m, 2 H). Starting materials: CCOC(=O)CBr, O=C([O-])[O-], CC(C)=O, [K+], [K+], O=C1C(N2C(=O)c3ccccc3C2=O)c2ccccc2N1c1ccccc1. The product is CCOC(=O)CC1(N2C(=O)c3ccccc3C2=O)C(=O)N(c2ccccc2)c2ccccc21. As a reaction SMILES: [Br:28][CH2:29][C:30](=[O:31])[O:32][CH2:33][CH3:34].[C:35](=[O:36])([O-:37])[O-:38].[CH3:41][C:42](=[O:43])[CH3:44].[K+:39].[K+:40].[c:1]1([N:7]2[C:8](=[O:27])[CH:9]([N:16]3[C:17](=[O:26])[c:18]4[cH:19][cH:20][cH:21][cH:22][c:23]4[C:24]3=[O:25])[c:10]3[cH:11][cH:12][cH:13][cH:14][c:15]32)[cH:2][cH:3][cH:4][cH:5][cH:6]1>>[c:1]1([N:7]2[C:8](=[O:27])[C:9]([N:16]3[C:17](=[O:26])[c:18]4[cH:19][cH:20][cH:21][cH:22][c:23]4[C:24]3=[O:25])([CH2:29][C:30](=[O:31])[O:32][CH2:33][CH3:34])[c:10]3[cH:11][cH:12][cH:13][cH:14][c:15]32)[cH:2][cH:3][cH:4][cH:5][cH:6]1. Starting materials: O=C([O-])[O-], CN(C)C=O, CCOCC, [Cs+], [Cs+], O=Cc1cccc(F)c1O, CI. Product: COc1c(F)cccc1C=O. Reaction SMILES: [C:11](=[O:12])([O-:13])[O-:14].[CH3:19][N:20]([CH3:21])[CH:22]=[O:23].[CH3:24][CH2:25][O:26][CH2:27][CH3:28].[Cs+:15].[Cs+:16].[F:1][c:2]1[c:3]([OH:10])[c:4]([CH:5]=[O:6])[cH:7][cH:8][cH:9]1.[I:17][CH3:18]>>[F:1][c:2]1[c:3]([O:10][CH3:11])[c:4]([CH:5]=[O:6])[cH:7][cH:8][cH:9]1.